Dataset: the Open Reaction Database (ORD), a public repository of structured organic reaction records. Task: describe an organic reaction: reactants, conditions, products, and yield The reactants are S1C=C(C=C1)C1=C(C=CC=C1)C (2-(3-Thienyl)toluene), BrN1C(CCC1=O)=O (N-bromosuccinimide), C(C1=CC=CC=C1)(=O)OOC(C1=CC=CC=C1)=O (benzoyl peroxide). The solvent is C(Cl)(Cl)(Cl)Cl (carbon tetrachloride). The product is S1C=C(C=C1)C1=C(C=CC=C1)CBr (2-(3-Thienyl)-α-bromotoluene). As a reaction SMILES: [S:1]1[CH:5]=[CH:4][C:3]([C:6]2[CH:11]=[CH:10][CH:9]=[CH:8][C:7]=2[CH3:12])=[CH:2]1.[Br:13]N1C(=O)CCC1=O.C(OOC(=O)C1C=CC=CC=1)(=O)C1C=CC=CC=1>C(Cl)(Cl)(Cl)Cl>[S:1]1[CH:5]=[CH:4][C:3]([C:6]2[CH:11]=[CH:10][CH:9]=[CH:8][C:7]=2[CH2:12][Br:13])=[CH:2]1. Reported procedure: To a solution of Compound 2a (7.23 mmol) in carbon tetrachloride (150 mL) was added N-bromosuccinimide (7.5 mmol) and benzoyl peroxide (0.1 g). The solution was heated at reflux and irradiated with 250 watt sunlamp for 2 hours. The cooled reaction mixture was filtered through a pad of silica gel and the silica gel washed with diethyl ether (3×75 mL). The solvent was removed in vacuo and the residue fractionated to afford Compound 2b as a clear oil (b.p. 100°-103° C./0.1 mm). Starting materials: BrC1=C(C=CC(=C1)CCS(=O)(=O)N1CCOCC1)N (2-Bromo-4-[2-(morpholine-4-sulfonyl)-ethyl]-phenylamine), C(=O)([O-])[O-].[Na+].[Na+] (Na2CO3), CC1(CC=C(CC1)B(O)O)C (4,4-dimethyl-cyclohex-1-enylboronic acid). Reagents/catalysts: C=1C=CC(=CC1)[P](C=2C=CC=CC2)(C=3C=CC=CC3)[Pd]([P](C=4C=CC=CC4)(C=5C=CC=CC5)C=6C=CC=CC6)([P](C=7C=CC=CC7)(C=8C=CC=CC8)C=9C=CC=CC9)[P](C=1C=CC=CC1)(C=1C=CC=CC1)C=1C=CC=CC1 (Pd(PPh3)4). The solvent is C1(=CC=CC=C1)C (toluene), CCO (EtOH), CCOC(=O)C (EtOAc). Conditions: temperature 80 celsius. Product: CC1(CC=C(CC1)C1=C(C=CC(=C1)CCS(=O)(=O)N1CCOCC1)N)C (2-(4,4-Dimethyl-cyclohex-1-enyl)-4-[2-(morpholine-4-sulfonyl)-ethyl]-phenylamine). The yield is 139.0%. Reaction SMILES: Br[C:2]1[CH:7]=[C:6]([CH2:8][CH2:9][S:10]([N:13]2[CH2:18][CH2:17][O:16][CH2:15][CH2:14]2)(=[O:12])=[O:11])[CH:5]=[CH:4][C:3]=1[NH2:19].C([O-])([O-])=O.[Na+].[Na+].[CH3:26][C:27]1([CH3:36])[CH2:32][CH2:31][C:30](B(O)O)=[CH:29][CH2:28]1>C1(C)C=CC=CC=1.CCO.CCOC(C)=O.C1C=CC([P]([Pd]([P](C2C=CC=CC=2)(C2C=CC=CC=2)C2C=CC=CC=2)([P](C2C=CC=CC=2)(C2C=CC=CC=2)C2C=CC=CC=2)[P](C2C=CC=CC=2)(C2C=CC=CC=2)C2C=CC=CC=2)(C2C=CC=CC=2)C2C=CC=CC=2)=CC=1>[CH3:26][C:27]1([CH3:36])[CH2:32][CH2:31][C:30]([C:2]2[CH:7]=[C:6]([CH2:8][CH2:9][S:10]([N:13]3[CH2:18][CH2:17][O:16][CH2:15][CH2:14]3)(=[O:12])=[O:11])[CH:5]=[CH:4][C:3]=2[NH2:19])=[CH:29][CH2:28]1 |f:1.2.3,^1:56,58,77,96|. Reported procedure: A solution of 40.0 mg (0.114 mmol) of 2-bromo-4-[2-(morpholine-4-sulfonyl)-ethyl]-phenylamine (as prepared Example 26, step (e)) in toluene (4 mL) and EtOH (2 mL) was treated with 458 μL (0.229 mmol) of 2.0 M aqueous Na2CO3 and 29.8 mg (0.226 mmol) of 4,4-dimethyl-cyclohex-1-enylboronic acid. The mixture was degassed via sonication, placed under Ar, treated with 13.2 mg (0.0110 mmol) of Pd(PPh3)4, and heated to 80° C. for 5 h. The mixture was cooled to RT, diluted with EtOAc (10 mL), and washed ... Reaction SMILES: [CH2:16]1[O:17][CH2:18][CH2:19][O:20][CH2:21]1.[CH3:31][CH2:32][O:33][C:34](=[O:35])[CH3:36].[CH:22]([N:25]([CH:23]([CH3:24])[CH3:26])[CH2:27][CH3:28])([CH3:29])[CH3:30].[Cl:1][c:2]1[c:3]([I:11])[cH:4][c:5]([C:6](=[O:7])[OH:8])[cH:9][cH:10]1.[S:12]([Cl:13])([Cl:14])=[O:15]>>[Cl:1][c:2]1[c:3]([I:11])[cH:4][c:5]([C:6](=[O:7])[NH2:25])[cH:9][cH:10]1. Product: NC(=O)c1ccc(Cl)c(I)c1. Reactants: C1COCCO1, CCOC(C)=O, CCN(C(C)C)C(C)C, O=C(O)c1ccc(Cl)c(I)c1, O=S(Cl)Cl. Reactants: C(N)(=O)C1=NN(C=C1OC(C(F)Cl)(F)F)C1=C(C=C(C=C1Cl)C(F)(F)F)Cl ((RS)-3-carbamoyl-4-(2-chloro-1,1,2-trifluoroethoxy)-1-(2,6-dichloro-4-trifluoromethylphenyl)pyrazole), P(=O)(Cl)(Cl)Cl (phosphorus oxychloride), O (Water). Run in ClCCl (dichloromethane). Run at temperature 80 celsius. Yields the product ClC(C(OC=1C(=NN(C1)C1=C(C=C(C=C1Cl)C(F)(F)F)Cl)C#N)(F)F)F ((RS)-4-(2-chloro-1,1,2-trifluoroethoxy)-1-(2,6-dichloro-4-trifluoromethylphenyl)-3-cyanopyrazole). The yield is 55.5%. As a reaction SMILES: [C:1]([C:4]1[C:8]([O:9][C:10]([F:15])([F:14])[CH:11]([Cl:13])[F:12])=[CH:7][N:6]([C:16]2[C:21]([Cl:22])=[CH:20][C:19]([C:23]([F:26])([F:25])[F:24])=[CH:18][C:17]=2[Cl:27])[N:5]=1)(=O)[NH2:2].P(Cl)(Cl)(Cl)=O.O>ClCCl>[Cl:13][CH:11]([F:12])[C:10]([F:15])([F:14])[O:9][C:8]1[C:4]([C:1]#[N:2])=[N:5][N:6]([C:16]2[C:21]([Cl:22])=[CH:20][C:19]([C:23]([F:26])([F:24])[F:25])=[CH:18][C:17]=2[Cl:27])[CH:7]=1. Reported procedure: A mixture of (RS)-3-carbamoyl-4-(2-chloro-1,1,2-trifluoroethoxy)-1-(2,6-dichloro-4-trifluoromethylphenyl)pyrazole (0.75g) and phosphorus oxychloride (15ml) was heated at 80° C. for 6 hours. Water (100ml) and dichloromethane (50ml) were added to the cooled mixture and the layers were separated. The aqueous layer was extracted with dichloromethane (2x50ml) and the combined organic layers were washed with aqueous sodium hydrogen carbonate solution (1M; 30ml), dried over magnesium sulfate, and evapo... Reaction conditions: time 8 hour. Solvent: O (water), O (water). Procedure details: To a suspension of 4 g. of lithium aluminum hydride in 150 ml. of tetrahydrofuran stirred under nitrogen, is added a solution of 10 g. of 6,7-dichloro-4,9-dihydro-9-methyl-10H-thieno[3,4-b][1,5]benzodiazepin-10-one in 350 ml. of tetrahydrofuran. The mixture is stirred under reflux for 31/2 hours and then allowed to stand overnight. The mixture is cooled in an ice bath and treated, under nitrogen with stirring, with 4 ml. of water, 4 ml. of 15% sodium hydroxide and 12 ml. of water. The complex is... Yields the product ClC1=CC2=C(N(CC=3C(N2)=CSC3)C)C=C1Cl (6,7-Dichloro-9,10-dihydro-9-methyl-4H-thieno[3,4-b][1,5]benzodiazepine). Starting materials: [OH-].[Na+] (sodium hydroxide), [H-].[Al+3].[Li+].[H-].[H-].[H-] (lithium aluminum hydride), O1CCCC1 (tetrahydrofuran), O1CCCC1 (tetrahydrofuran), ClC1=CC2=C(N(C(C=3C(N2)=CSC3)=O)C)C=C1Cl (6,7-dichloro-4,9-dihydro-9-methyl-10H-thieno[3,4-b][1,5]benzodiazepin-10-one). As a reaction SMILES: [H-].[Al+3].[Li+].[H-].[H-].[H-].O1CCCC1.[Cl:12][C:13]1[C:28]([Cl:29])=[CH:27][C:16]2[N:17]([CH3:26])[C:18](=O)[C:19]3[C:20](=[CH:22][S:23][CH:24]=3)[NH:21][C:15]=2[CH:14]=1.[OH-].[Na+]>O>[Cl:12][C:13]1[C:28]([Cl:29])=[CH:27][C:16]2[N:17]([CH3:26])[CH2:18][C:19]3[C:20](=[CH:22][S:23][CH:24]=3)[NH:21][C:15]=2[CH:14]=1 |f:0.1.2.3.4.5,8.9|. The reactants are COC1=CC=C(CN(C2=NC=CC=C2)CCN(CCN)C)C=C1 (N-[2-[N-(4-methoxybenzyl)-N-(2-pyridyl)amino]ethyl]-N-methyl-1,2-ethanediamine), CSC(=C[N+](=O)[O-])NCCCOC1=CC(=CC=C1)CN1CCCCC1 (1-methylthio-1-[3-[3-(piperidinomethyl)phenoxy]propyl]amino-2-nitroethene). Product: COC1=CC=C(CN(C2=NC=CC=C2)CCN(C)CCNC(=C[N+](=O)[O-])NCCCOC2=CC(=CC=C2)CN2CCCCC2)C=C1 (N-[2-[N-[2-[N-(4-methoxybenzyl)-N-(2-pyridyl)amino]ethyl]-N-methylamino]ethyl]-N'-[3-[3-(piperidinomethyl)phenoxy]propyl]-2-nitro-1,1-ethenediamine). Procedure details: Preparation is effected analogously to Example 22, using 0.85 g (2.7 mmol) of N-[2-[N-(4-methoxybenzyl)-N-(2-pyridyl)amino]ethyl]-N-methyl-1,2-ethanediamine and the equimolar amount of 1-methylthio-1-[3-[3-(piperidinomethyl)phenoxy]propyl]amino-2-nitroethene as starting materials. Chromatographic working-up analogously to Example 22 yields the purified title compound in the form of a viscous oil; MS (+FAB method): m/z (rel. int. [%])=632 ([M+H]+, 8), 121 (100). For further analysis, a portion of... Reaction SMILES: [CH3:1][O:2][C:3]1[CH:23]=[CH:22][C:6]([CH2:7][N:8]([CH2:15][CH2:16][N:17]([CH3:21])[CH2:18][CH2:19][NH2:20])[C:9]2[CH:14]=[CH:13][CH:12]=[CH:11][N:10]=2)=[CH:5][CH:4]=1.CS[C:26]([NH:31][CH2:32][CH2:33][CH2:34][O:35][C:36]1[CH:41]=[CH:40][CH:39]=[C:38]([CH2:42][N:43]2[CH2:48][CH2:47][CH2:46][CH2:45][CH2:44]2)[CH:37]=1)=[CH:27][N+:28]([O-:30])=[O:29]>>[CH3:1][O:2][C:3]1[CH:4]=[CH:5][C:6]([CH2:7][N:8]([CH2:15][CH2:16][N:17]([CH2:18][CH2:19][NH:20][C:26]([NH:31][CH2:32][CH2:33][CH2:34][O:35][C:36]2[CH:41]=[CH:40][CH:39]=[C:38]([CH2:42][N:43]3[CH2:48][CH2:47][CH2:46][CH2:45][CH2:44]3)[CH:37]=2)=[CH:27][N+:28]([O-:30])=[O:29])[CH3:21])[C:9]2[CH:14]=[CH:13][CH:12]=[CH:11][N:10]=2)=[CH:22][CH:23]=1. Reaction SMILES: Cl.[CH3:2][N:3]([CH3:12])[C:4]1[CH:11]=[CH:10][CH:9]=[CH:8][C:5]=1[CH2:6]Cl.[C:13]([N:16]1[C:22]([CH3:24])([CH3:23])[C:20](=[O:21])[NH:19][C:17]1=[S:18])(=[O:15])[CH3:14].[OH-].[Na+]>O>[C:13]([N:16]1[C:22]([CH3:23])([CH3:24])[C:20](=[O:21])[N:19]=[C:17]1[S:18][CH2:6][C:5]1[CH:8]=[CH:9][CH:10]=[CH:11][C:4]=1[N:3]([CH3:12])[CH3:2])(=[O:15])[CH3:14] |f:0.1,3.4|. The product is C(C)(=O)N1C(=NC(C1(C)C)=O)SCC1=C(C=CC=C1)N(C)C (1-N-acetyl-2-(2-dimethylaminobenzylthio)-5,5-dimethyl-2-imidazolin-4-one). Run in O (water), N,N-dimethylsulfoxide. Reported procedure: Initially, 4.18g of 2-dimethylaminobenzylchloride hydrochloride was added to a solution of 3.43 g of 1-N-acetyl-5,5-dimethyl-2-thiohydantoin in 50 mL of N,N-dimethylsulfoxide. The reaction mixture was stirred for one hour at the room temperature and poured into 100 mL of water. The pH of the solution was adjusted to 7-8 with a diluted aqueous solution of NaOH and extracted. The precipitate was extracted with 100 mL of ethyl acetate (AcOEt). The thus obtained AcOET layer was successively washed t... Conditions: time 1 hour. Reactants: Cl.CN(C1=C(CCl)C=CC=C1)C (2-dimethylaminobenzylchloride hydrochloride), C(C)(=O)N1C(=S)NC(=O)C1(C)C (1-N-acetyl-5,5-dimethyl-2-thiohydantoin), [OH-].[Na+] (NaOH). Reactants: N1C=NC(=C1)C#N (1H-Imidazole-4-carbonitrile), FC1=C(C=C(C=C1)[N+](=O)[O-])OC (4-Fluoro-3-methoxynitrobenzene), C(=O)([O-])[O-].[K+].[K+] (K2CO3). Run in CCOC(=O)C (EtOAc), CN(C)C=O (DMF). Run at time 8 hour. The product is COC1=C(C=CC(=C1)[N+](=O)[O-])N1C=NC(=C1)C#N (1-(2-methoxy-4-nitrophenyl)-1H-imidazole-4-carbonitrile). Yield: 88.8%. RXN SMILES: [NH:1]1[CH:5]=[C:4]([C:6]#[N:7])[N:3]=[CH:2]1.F[C:9]1[CH:14]=[CH:13][C:12]([N+:15]([O-:17])=[O:16])=[CH:11][C:10]=1[O:18][CH3:19].C([O-])([O-])=O.[K+].[K+]>CN(C=O)C.CCOC(C)=O>[CH3:19][O:18][C:10]1[CH:11]=[C:12]([N+:15]([O-:17])=[O:16])[CH:13]=[CH:14][C:9]=1[N:1]1[CH:5]=[C:4]([C:6]#[N:7])[N:3]=[CH:2]1 |f:2.3.4|. Reported procedure: To a solution of 1H-Imidazole-4-carbonitrile (300 mg, 3.22 mmol) and 4-Fluoro-3-methoxynitrobenzene (552 mg, 3.22 mmol) in DMF (Volume: 6446 μl) was added K2CO3 (891 mg, 6.45 mmol). The resulting mixture was brought to 120° C. and stirred overnight. The reaction mixture was diluted with EtOAc (20 mL), washed with water (2×10 mL), brine (10 mL), dried over MgSO4, filtered and concentrated in vacuo to give 1-(2-methoxy-4-nitrophenyl)-1H-imidazole-4-carbonitrile (698 mg, 2.86 mmol, 89% yield). LC-M... The reactants are C[Si](C)(C)[N-][Si](C)(C)C.[K+] (potassium bis(trimethylsilyl)amide), C(=O)([O-])[O-].[K+].[K+] (K2CO3), FC(OC1=CC=C(C=C1)NC=1NC(=NN1)C1=CC=C(C=C1)O)(F)F (4-[5-(4-trifluoromethoxy-phenylamino)-4H[1,2,4]triazol-3-yl]-phenol), Cl.ClC1=CC=NC=C1 (4-chloropyridine hydrochloride). Solvent: CN(C)C=O (DMF), CO (MeOH). Conditions: temperature 80 celsius. Product: FC(C(=O)O)(F)F.N1=CC=C(C=C1)OC1=CC=C(C=C1)C=1NC(=NN1)NC1=CC=C(C=C1)OC(F)(F)F ({5-[4-(pyridin-4-yloxy)-phenyl]-4H-[1,2,4]triazol-3-yl]-(4-trifluoromethoxy-phenyl)-amine trifluoroacetic acid salt). The yield is 80.1%. RXN SMILES: [F:1][C:2]([F:24])([F:23])[O:3][C:4]1[CH:9]=[CH:8][C:7]([NH:10][C:11]2[NH:12][C:13]([C:16]3[CH:21]=[CH:20][C:19]([OH:22])=[CH:18][CH:17]=3)=[N:14][N:15]=2)=[CH:6][CH:5]=1.C[Si]([N-][Si](C)(C)C)(C)C.[K+].Cl.Cl[C:37]1[CH:42]=[CH:41][N:40]=[CH:39][CH:38]=1.[C:43]([O-])([O-:45])=[O:44].[K+].[K+]>CN(C=O)C.CO>[F:24][C:2]([F:1])([F:23])[C:43]([OH:45])=[O:44].[N:40]1[CH:41]=[CH:42][C:37]([O:22][C:19]2[CH:20]=[CH:21][C:16]([C:13]3[NH:12][C:11]([NH:10][C:7]4[CH:6]=[CH:5][C:4]([O:3][C:2]([F:1])([F:23])[F:24])=[CH:9][CH:8]=4)=[N:15][N:14]=3)=[CH:17][CH:18]=2)=[CH:38][CH:39]=1 |f:1.2,3.4,5.6.7,10.11|. Reported procedure: 4-[5-(4-trifluoromethoxy-phenylamino)-4H[1,2,4]triazol-3-yl]-phenol (106.0 mg, 0.315 mmol) was dissolved in 2 mL of anhydrous DMF in a 5 mL microwave vial (Personal Chemistry). Solid potassium bis(trimethylsilyl)amide (157.2 mg, 0.788 mmol) was added and the reaction mixture was stirred with heating at 80° C. for 15 min, then 4-chloropyridine hydrochloride (56.7 mg, 0.378 mmol) was added, followed by anhydrous K2CO3 (44.0 mg, 0.315 mmol). Then the vial was capped and microwaved at 250° C. for 20... Starting materials: C(C=C)OC1=CC=C(C=O)C=C1 (4-allyloxybenzaldehyde), solution, CC(=O)C (acetone), C[N+]1(CCOCC1)[O-] (N-methyl morpholine-N-oxide). Reagents/catalysts: O=[Os](=O)(=O)=O (OsO4). The solvent is O (water), C(C)(C)(C)O (tert. butanol), CC(OCC)=O (EA). Reaction conditions: time 6 hour. The product is OC(COC1=CC=C(C=O)C=C1)CO (rac-4-(2,3-dihydroxy-propoxy)-benzaldehyde). Reaction SMILES: C([O:4][C:5]1[CH:12]=[CH:11][C:8]([CH:9]=[O:10])=[CH:7][CH:6]=1)C=C.C[N+]1([O-])CC[O:17]CC1.[CH3:21][C:22]([CH3:24])=[O:23]>O.C(O)(C)(C)C.CC(=O)OCC.O=[Os](=O)(=O)=O>[OH:23][CH:22]([CH2:24][OH:17])[CH2:21][O:4][C:5]1[CH:12]=[CH:11][C:8]([CH:9]=[O:10])=[CH:7][CH:6]=1. Procedure: To a solution of 4-allyloxybenzaldehyde (1.0 g, 6.17 mmol) in acetone (40 mL) and water (5 mL) is added a 2.5% solution of OsO4 in tert. butanol (1.25 mL) followed by N-methyl morpholine-N-oxide (867 mg, 7.4 mmol). The pale yellow solution is stirred at rt for 6 h, diluted with EA (250 mL) and washed with 10% aq. citric acid solution (100 mL) and water (2×100 mL). The washings are extracted with EA (150 mL). The combined organic extracts are concentrated and purified by column chromatography on ...